This data is from the Open Reaction Database (ORD), a public repository of structured organic reaction records. The task is: describe an organic reaction: reactants, conditions, products, and yield The reactants are COC=1C=C2C(=CC=NC2=CC1OC)OC1=CC=C(C=C1)N (6,7-Dimethoxy-4-(4-aminophenoxy)quinoline), ClC1=C(C=C(C=C1)N=C=O)[N+](=O)[O-] (4-chloro-3-nitrophenyl isocyanate). Solvent: C1(=CC=CC=C1)C (toluene). The product is ClC1=C(C=C(C=C1)NC(=O)NC1=CC=C(C=C1)OC1=CC=NC2=CC(=C(C=C12)OC)OC)[N+](=O)[O-] (N-(4-Chloro-3-nitrophenyl)-N'-{4-[(6,7-dimethoxy-4-quinolyl)oxy]phenyl}urea). Isolated yield 143.9%. Reaction SMILES: [CH3:1][O:2][C:3]1[CH:4]=[C:5]2[C:10](=[CH:11][C:12]=1[O:13][CH3:14])[N:9]=[CH:8][CH:7]=[C:6]2[O:15][C:16]1[CH:21]=[CH:20][C:19]([NH2:22])=[CH:18][CH:17]=1.[Cl:23][C:24]1[CH:29]=[CH:28][C:27]([N:30]=[C:31]=[O:32])=[CH:26][C:25]=1[N+:33]([O-:35])=[O:34]>C1(C)C=CC=CC=1>[Cl:23][C:24]1[CH:29]=[CH:28][C:27]([NH:30][C:31]([NH:22][C:19]2[CH:18]=[CH:17][C:16]([O:15][C:6]3[C:5]4[C:10](=[CH:11][C:12]([O:13][CH3:14])=[C:3]([O:2][CH3:1])[CH:4]=4)[N:9]=[CH:8][CH:7]=3)=[CH:21][CH:20]=2)=[O:32])=[CH:26][C:25]=1[N+:33]([O-:35])=[O:34]. Reported procedure: 6,7-Dimethoxy-4-(4-aminophenoxy)quinoline (52 mg) was dissolved in toluene (5 ml) with heat, 4-chloro-3-nitrophenyl isocyanate (224 mg) was added, and the admixture was refluxed with heat for 8 minutes. The separated crystals were filtered and then washed with toluene to obtain 125 mg of the title compound (yield: 75%). The reactants are [K+], O=[N+]([O-])[O-], O, O=S(=O)(O)O, c1cc2c3c(c1)c1c(n3CCC2)CCCCC1. Yields the product O=[N+]([O-])c1cc2c3c(c1)c1c(n3CCC2)CCCCC1. Reaction SMILES: [K+:22].[N+:18](=[O:19])([O-:20])[O-:21].[OH2:23].[S:24](=[O:25])(=[O:26])([OH:27])[OH:28].[cH:1]1[cH:2][cH:3][c:4]2[c:9]3[n:8]([c:12]4[c:11]([c:10]13)[CH2:17][CH2:16][CH2:15][CH2:14][CH2:13]4)[CH2:7][CH2:6][CH2:5]2>>[cH:1]1[c:2]([N+:18](=[O:19])[O-:20])[cH:3][c:4]2[c:9]3[n:8]([c:12]4[c:11]([c:10]13)[CH2:17][CH2:16][CH2:15][CH2:14][CH2:13]4)[CH2:7][CH2:6][CH2:5]2. The reactants are C(C)[Mg]Br (ethyl magnesium bromide), COCNC(=O)C=1C=2N(C(=CC1)OC)N=C(C2)CC (2-ethyl-7-methoxy-pyrazolo[1,5-a]pyridine-4-carboxylic acid methoxymethylamide), O1CCCC1 (tetrahydrofuran), [Cl-].[NH4+] (ammonium chloride). Conditions: time 1 hour. Product: C(C)C1=NN2C(C(=CC=C2CC)C(CC)=O)=C1 (2,7-diethyl-4-propionyl-pyrazolo[1,5-a]pyridine). Reaction SMILES: COCN[C:5]([C:7]1[C:8]2[N:9]([N:15]=[C:16]([CH2:18][CH3:19])[CH:17]=2)[C:10](OC)=[CH:11][CH:12]=1)=[O:6].[CH2:20]([Mg]Br)[CH3:21].[Cl-].[NH4+].O1CC[CH2:28][CH2:27]1>>[CH2:18]([C:16]1[CH:17]=[C:8]2[C:7]([C:5](=[O:6])[CH2:20][CH3:21])=[CH:12][CH:11]=[C:10]([CH2:27][CH3:28])[N:9]2[N:15]=1)[CH3:19] |f:2.3|. Reported procedure: The compound of Example 349 (11.09 g) was dissolved in tetrahydrofuran (320 mL) in an argon atmosphere. While this solution was chilled in a ice salt water bath (−7° C.), ethyl magnesium bromide (100 mL, 0.91 mol/L tetrahydrofuran solution) was added dropwise and the mixture was stirred at room temperature for 1 hour. Subsequently, a saturated aqueous ammonium chloride solution was added while the mixture was chilled in an ice bath. The mixture was extracted with ethyl acetate and the extract wa... Starting materials: [N+](=O)([O-])C=1C=C(C=O)C(=CC1)Cl (3-nitro-6-chlorobenzaldehyde), C(C)OC(C=C(OCC)N)=O (3-amino-3-ethoxyacrylic acid ethyl ester). Run in C(C)(C)O (isopropanol), C(C)(C)O (isopropanol). Yields the product C(C)OC(=O)C1=C(N=C(C(C1C1=CC(=CC=C1Cl)[N+](=O)[O-])C(=O)OCC)OCC)N (2-amino-4-(3-nitro-6-chlorophenyl)-6-ethoxy-4,5-dihydropyridine-3,5-dicarboxylic acid diethyl ester). Isolated yield 65.0%. As a reaction SMILES: [N+:1]([C:4]1[CH:5]=[C:6]([C:9]([Cl:12])=[CH:10][CH:11]=1)[CH:7]=O)([O-:3])=[O:2].[CH2:13]([O:15][C:16](=[O:23])[CH:17]=[C:18]([NH2:22])[O:19][CH2:20][CH3:21])[CH3:14]>C(O)(C)C>[CH2:13]([O:15][C:16]([C:17]1[CH:7]([C:6]2[C:9]([Cl:12])=[CH:10][CH:11]=[C:4]([N+:1]([O-:3])=[O:2])[CH:5]=2)[CH:17]([C:16]([O:15][CH2:13][CH3:14])=[O:23])[C:18]([O:19][CH2:20][CH3:21])=[N:22][C:18]=1[NH2:22])=[O:23])[CH3:14]. Procedure: Upon heating a solution of 9.3 g of 3-nitro-6-chlorobenzaldehyde and 15.9 g of 3-amino-3-ethoxyacrylic acid ethyl ester in 50 ml of isopropanol for 6 hours, 2-amino-4-(3-nitro-6-chlorophenyl)-6-ethoxy-4,5-dihydropyridine-3,5-dicarboxylic acid diethyl ester of melting point 136°-37° C (isopropanol) is obtained. Yield: 65% of theory. Starting materials: CS(=O)(=O)O, [Cl-], ClCCl, O=S(=O)(CCO)c1cccc(F)c1, [K+], [K+], O=C([O-])[O-], CN(C)C=O, O=C(NCc1cccs1)c1cccnc1S. Yields the product O=C(NCc1cccs1)c1cccnc1SCCS(=O)(=O)c1cccc(F)c1. RXN SMILES: [CH3:15][S:16]([OH:17])(=[O:18])=[O:19].[Cl-:14].[Cl:42][CH2:43][Cl:44].[F:1][c:2]1[cH:3][c:4]([S:8](=[O:9])(=[O:10])[CH2:11][CH2:12][OH:13])[cH:5][cH:6][cH:7]1.[K+:20].[K+:21].[O-:22][C:23]([O-:24])=[O:25].[O:45]=[CH:46][N:47]([CH3:48])[CH3:49].[SH:26][c:27]1[c:28]([C:29](=[O:30])[NH:31][CH2:32][c:33]2[s:34][cH:35][cH:36][cH:37]2)[cH:38][cH:39][cH:40][n:41]1>>[F:1][c:2]1[cH:3][c:4]([S:8](=[O:9])(=[O:10])[CH2:11][CH2:12][S:26][c:27]2[c:28]([C:29](=[O:30])[NH:31][CH2:32][c:33]3[s:34][cH:35][cH:36][cH:37]3)[cH:38][cH:39][cH:40][n:41]2)[cH:5][cH:6][cH:7]1. The reactants are N[C@@H]1C(N(CCCC1)C(CC1=CC=C(C=C1)O)C(=O)O)=O (3-(S)-amino-1-[1-carboxy-2-(4-hydroxyphenyl)ethyl]perhydroazepin-2-one), O=C(C(=O)O)CCC1=CC=CC=C1 (2-oxo-4-phenylbutyric acid), C(#N)[BH3-].[Na+] (sodium cyanoborohydride). The product is C(=O)(O)C(CC1=CC=C(C=C1)O)N1C([C@H](CCCC1)NC(CCC1=CC=CC=C1)C(=O)O)=O (1-[1-carboxy-2-(4-hydroxyphenyl)ethyl]-3-(S)-[(1-carboxy-3-phenylpropyl)amino]perhydroazepin-2-one). RXN SMILES: [NH2:1][C@H:2]1[CH2:8][CH2:7][CH2:6][CH2:5][N:4]([CH:9]([C:18]([OH:20])=[O:19])[CH2:10][C:11]2[CH:16]=[CH:15][C:14]([OH:17])=[CH:13][CH:12]=2)[C:3]1=[O:21].O=[C:23]([CH2:27][CH2:28][C:29]1[CH:34]=[CH:33][CH:32]=[CH:31][CH:30]=1)[C:24]([OH:26])=[O:25].C([BH3-])#N.[Na+]>>[C:18]([CH:9]([N:4]1[CH2:5][CH2:6][CH2:7][CH2:8][C@H:2]([NH:1][CH:23]([C:24]([OH:26])=[O:25])[CH2:27][CH2:28][C:29]2[CH:30]=[CH:31][CH:32]=[CH:33][CH:34]=2)[C:3]1=[O:21])[CH2:10][C:11]1[CH:16]=[CH:15][C:14]([OH:17])=[CH:13][CH:12]=1)([OH:20])=[O:19] |f:2.3|. Procedure details: Methyl 3-(p-phydroxyphenyl)-2-oxopropionate and α-t-Boc-L-lysine are condensed in the presence of sodium cyanoborohydride as described in Example 19. Subsequent ring closure, saponification of methyl ester, and removal of the t-butoxycarbonyl group with formic acid gives 3-(S)-amino-1-[1-carboxy-2-(4-hydroxyphenyl)ethyl]perhydroazepin-2-one. The caprolactam and 2-oxo-4-phenylbutyric acid are condensed in the presence of sodium cyanoborohydride to yield 1-[1-carboxy-2-(4-hydroxyphenyl)ethyl]-3-(S... The reactants are C1(=CC=CC=C1)CCO (2-phenylethanol), C=O (paraformaldehyde), Cl (hydrogen chloride). Run at time 2 hour. Product: C1OCCC2=CC=CC=C12 (isochroman). Yield: 85.3%. Reaction SMILES: [C:1]1([CH2:7][CH2:8][OH:9])[CH:6]=[CH:5][CH:4]=[CH:3][CH:2]=1.[CH2:10]=O.Cl>>[CH2:10]1[C:6]2[C:1](=[CH:2][CH:3]=[CH:4][CH:5]=2)[CH2:7][CH2:8][O:9]1. Procedure: 2-phenylethanol (48.8 g,) and paraformaldehyde (15 g,) were mixed and stirred on an ice bath while a stream of hydrogen chloride gas was passed vigorously through the suspension for 2 hr. The ice-bath was removed and the flow of hydrogen chloride was decreased. The mixture was stirred at room temperature for a further 4 hr. during which time the mixture cleared, after which the reaction mixture stood overnight at room temperature. Aqueous sodium hydroxide solution (100 g/100 ml) was added cautio... Product: CN(C)c1cc(OS(C)(=O)=O)ccc1-c1nc2ncccc2[nH]1. Reaction SMILES: [CH3:22][S:23]([Cl:24])(=[O:25])=[O:26].[CH3:3][N:4]([c:5]1[c:6](-[c:12]2[nH:13][c:14]3[c:15]([n:16][cH:17][cH:18][cH:19]3)[n:20]2)[cH:7][cH:8][c:9]([OH:11])[cH:10]1)[CH3:21].[ClH:1].[ClH:2]>>[CH3:3][N:4]([c:5]1[c:6](-[c:12]2[nH:13][c:14]3[c:15]([n:16][cH:17][cH:18][cH:19]3)[n:20]2)[cH:7][cH:8][c:9]([O:11][S:23]([CH3:22])(=[O:25])=[O:26])[cH:10]1)[CH3:21]. Reactants: CS(=O)(=O)Cl, CN(C)c1cc(O)ccc1-c1nc2ncccc2[nH]1, Cl, Cl. Reactants: BrC(Br)(Br)Br, ClCCl, ClCCl, C1CCOC1, Cn1ccc2cccc(C3=C(c4c[nH]c5c(CCCO)cccc45)C(=O)NC3=O)c21, c1ccc(P(c2ccccc2)c2ccccc2)cc1. The product is Cn1ccc2cccc(C3=C(c4c[nH]c5c(CCCBr)cccc45)C(=O)NC3=O)c21. As a reaction SMILES: [C:58]([Br:59])([Br:60])([Br:61])[Br:62].[CH2:31]([Cl:32])[Cl:33].[CH2:63]([Cl:64])[Cl:65].[O:34]1[CH2:35][CH2:36][CH2:37][CH2:38]1.[OH:1][CH2:2][CH2:3][CH2:4][c:5]1[cH:6][cH:7][cH:8][c:9]2[c:10]([C:14]3=[C:18]([c:19]4[cH:20][cH:21][cH:22][c:23]5[cH:24][cH:25][n:26]([CH3:28])[c:27]45)[C:17](=[O:29])[NH:16][C:15]3=[O:30])[cH:11][nH:12][c:13]12.[c:39]1([P:40]([c:41]2[cH:42][cH:43][cH:44][cH:45][cH:46]2)[c:47]2[cH:48][cH:49][cH:50][cH:51][cH:52]2)[cH:53][cH:54][cH:55][cH:56][cH:57]1>>[CH2:2]([CH2:3][CH2:4][c:5]1[cH:6][cH:7][cH:8][c:9]2[c:10]([C:14]3=[C:18]([c:19]4[cH:20][cH:21][cH:22][c:23]5[cH:24][cH:25][n:26]([CH3:28])[c:27]45)[C:17](=[O:29])[NH:16][C:15]3=[O:30])[cH:11][nH:12][c:13]12)[Br:59]. Starting materials: O (water), C(=O)([O-])[O-].[K+].[K+] (K2CO3), C(C(=O)O)(=O)O.C(C)NN (N-Ethylhydrazine oxalate), O=C(C(=O)OCC)CC(C)=O (ethyl 2,4-dioxovalerate), C(C(=O)O)(=O)O.C(C)NN (ethylhydrazine oxalate). Solvent: C(C)(=O)OCC (ethyl acetate), C(C)(=O)O (acetic acid). Product: C(C)N1N=C(C=C1C)C(=O)OCC (ethyl 1-ethyl-5-methylpyrazole-3-carboxylate). RXN SMILES: C(O)(=O)C(O)=O.[CH2:7]([NH:9][NH2:10])[CH3:8].O=[C:12]([CH2:18][C:19](=O)[CH3:20])[C:13]([O:15][CH2:16][CH3:17])=[O:14].O.C([O-])([O-])=O.[K+].[K+]>C(O)(=O)C.C(OCC)(=O)C>[CH2:7]([N:9]1[C:19]([CH3:20])=[CH:18][C:12]([C:13]([O:15][CH2:16][CH3:17])=[O:14])=[N:10]1)[CH3:8] |f:0.1,4.5.6|. Procedure: N-Ethylhydrazine oxalate (12 g) in glacial acetic acid (100 ml) was cooled in an ice-bath and treated with ethyl 2,4-dioxovalerate (11.24 ml). After addition was complete the mixture was stirred at room temperature; after ca. 45 min the mixture was warmed to dissolve insoluble ethylhydrazine oxalate. The mixture was stirred for a further 2 h and then poured into water(ca. 300 ml)/ethyl acetate (ca. 700 ml) and solid K2CO3 was carefully added, with stirring, until the pH was neutral. After separa...